From a dataset of the Open Reaction Database (ORD), a public repository of structured organic reaction records. describe an organic reaction: reactants, conditions, products, and yield The reactants are COC1=C(C(=CC=C1)C)N (2-methoxy-6-methylphenylamine), C(O)([O-])=O.[Na+] (sodium hydrogen carbonate), IC(C(F)(F)F)(C(C(F)(F)F)(F)F)F (2-iodononafluorobutane), S(=O)([O-])S(=O)[O-].[Na+].[Na+] (sodium hydrosulfite). The reagents and catalysts are S(=O)(=O)(O)[O-].C(CCC)[N+](CCCC)(CCCC)CCCC (tetrabutyl ammonium hydrogen sulfate). The solvent is O (water), COC(C)(C)C (tert-butyl methyl ether). Reaction conditions: time 16 hour. Yields the product FC(C(C(F)(F)F)(F)F)(C(F)(F)F)C1=CC(=C(C(=C1)C)N)OC (4-(1,2,2,3,3,3-hexafluoro-1-trifluoromethylpropyl)-2-methoxy-6-methylphenylamine). Reaction SMILES: [CH3:1][O:2][C:3]1[CH:8]=[CH:7][CH:6]=[C:5]([CH3:9])[C:4]=1[NH2:10].I[C:12]([F:24])([C:17]([F:23])([F:22])[C:18]([F:21])([F:20])[F:19])[C:13]([F:16])([F:15])[F:14].S(S([O-])=O)([O-])=O.[Na+].[Na+].C(=O)([O-])O.[Na+]>O.COC(C)(C)C.S([O-])(O)(=O)=O.C([N+](CCCC)(CCCC)CCCC)CCC>[F:24][C:12]([C:7]1[CH:6]=[C:5]([CH3:9])[C:4]([NH2:10])=[C:3]([O:2][CH3:1])[CH:8]=1)([C:13]([F:14])([F:15])[F:16])[C:17]([F:22])([F:23])[C:18]([F:21])([F:20])[F:19] |f:2.3.4,5.6,9.10|. Procedure: To a solution of 2-methoxy-6-methylphenylamine (8.23 g, 60 mmol) in a mixture of water (60 ml) and tert-butyl methyl ether (60 ml) was added, successively 2-iodononafluorobutane (24.9 g, 11.86 ml, 72 mmol), sodium hydrosulfite (15.29 g, 72 mmol), sodium hydrogen carbonate (6.05 g, 72.0 mmol) and tetrabutyl ammonium hydrogen sulfate (“TBAHS”) (2.24 g, 6.60 mmol). The reaction mixture was stirred at ambient temperature for 16 hours. The mixture was filtered and the filtrate was extracted twice wit... Starting materials: C1CCOC1, CC(C)C[AlH]CC(C)C, CCOC(C)=O, CCOC(=O)c1cc2c(N)ncnn2c1. Product: Nc1ncnn2cc(CO)cc12. Reaction SMILES: [CH2:1]1[O:2][CH2:3][CH2:4][CH2:5]1.[CH3:21][CH:22]([CH2:23][AlH:24][CH2:25][CH:26]([CH3:27])[CH3:28])[CH3:29].[CH3:30][CH2:31][O:32][C:33]([CH3:34])=[O:35].[NH2:6][c:7]1[n:8][cH:9][n:10][n:11]2[c:12]1[cH:13][c:14]([C:16](=[O:17])[O:18][CH2:19][CH3:20])[cH:15]2>>[NH2:6][c:7]1[n:8][cH:9][n:10][n:11]2[c:12]1[cH:13][c:14]([CH2:16][OH:17])[cH:15]2. The reactants are CO, O=Cc1ccccc1, CC(C)(C)OC(=O)N1CCC(CNCc2ccccc2)C(O)C1, c1ccsc1. Product: CC(C)(C)OC(=O)N1CCC(CN(Cc2ccccc2)Cc2ccccc2)C(O)C1. RXN SMILES: [CH3:37][OH:38].[CH:24](=[O:25])[c:26]1[cH:27][cH:28][cH:29][cH:30][cH:31]1.[OH:1][CH:2]1[CH2:3][N:4]([C:17](=[O:18])[O:19][C:20]([CH3:21])([CH3:22])[CH3:23])[CH2:5][CH2:6][CH:7]1[CH2:8][NH:9][CH2:10][c:11]1[cH:12][cH:13][cH:14][cH:15][cH:16]1.[cH:32]1[cH:33][s:34][cH:35][cH:36]1>>[OH:1][CH:2]1[CH2:3][N:4]([C:17](=[O:18])[O:19][C:20]([CH3:21])([CH3:22])[CH3:23])[CH2:5][CH2:6][CH:7]1[CH2:8][N:9]([CH2:10][c:11]1[cH:12][cH:13][cH:14][cH:15][cH:16]1)[CH2:24][c:26]1[cH:27][cH:28][cH:29][cH:30][cH:31]1. Starting materials: CCN(C(C)C)C(C)C, Fc1ccccc1N1CCNCC1, CCc1cc(CCC=O)n(-c2ccccc2)n1. Product: CCc1cc(CCCN2CCN(c3ccccc3F)CC2)n(-c2ccccc2)n1. Reaction SMILES: [CH:31]([N:32]([CH2:33][CH3:34])[CH:35]([CH3:36])[CH3:37])([CH3:38])[CH3:39].[F:18][c:19]1[c:20]([N:25]2[CH2:26][CH2:27][NH:28][CH2:29][CH2:30]2)[cH:21][cH:22][cH:23][cH:24]1.[c:1]1(-[n:7]2[n:8][c:9]([CH2:16][CH3:17])[cH:10][c:11]2[CH2:12][CH2:13][CH:14]=[O:15])[cH:2][cH:3][cH:4][cH:5][cH:6]1>>[c:1]1(-[n:7]2[n:8][c:9]([CH2:16][CH3:17])[cH:10][c:11]2[CH2:12][CH2:13][CH2:14][N:28]2[CH2:27][CH2:26][N:25]([c:20]3[c:19]([F:18])[cH:24][cH:23][cH:22][cH:21]3)[CH2:30][CH2:29]2)[cH:2][cH:3][cH:4][cH:5][cH:6]1. Procedure: 2-Bromopropionic acid (750 g, 4.90 moles) and benzyl alcohol (600 g, 3.55 moles) were dissolved in methylene chloride (1500 ml). To the resulting solution was added concentrated sulfuric acid (10 ml). The resulting solution was heated to a gentle reflux for two days, water separating during this time. Water (500 ml) was added and the layers were separated. The methylene chloride was washed with saturated sodium bicarbonate and the layers were separated. The organic layer was washed with water, d... Reactants: O (water), O (Water), BrC(C(=O)O)C (2-Bromopropionic acid), C(C1=CC=CC=C1)O (benzyl alcohol), S(O)(O)(=O)=O (sulfuric acid). RXN SMILES: [Br:1][CH:2]([CH3:6])[C:3]([OH:5])=[O:4].[CH2:7](O)[C:8]1[CH:13]=[CH:12][CH:11]=[CH:10][CH:9]=1.S(=O)(=O)(O)O.O>C(Cl)Cl>[Br:1][CH:2]([CH3:6])[C:3]([O:5][CH2:7][C:8]1[CH:13]=[CH:12][CH:11]=[CH:10][CH:9]=1)=[O:4]. The product is BrC(C(=O)OCC1=CC=CC=C1)C (Benzyl 2-Bromopropionate). Isolated yield 86.0%. Solvent: C(Cl)Cl (methylene chloride). Starting materials: CCNCC, ClCCCCOc1ccccc1C=Cc1nc2ccccc2s1, Cl. Yields the product CCN(CC)CCCCOc1ccccc1C=Cc1nc2ccccc2s1. As a reaction SMILES: [CH2:24]([CH3:25])[NH:26][CH2:27][CH3:28].[Cl:1][CH2:2][CH2:3][CH2:4][CH2:5][O:6][c:7]1[c:8]([CH:13]=[CH:14][c:15]2[s:16][c:17]3[c:18]([n:19]2)[cH:20][cH:21][cH:22][cH:23]3)[cH:9][cH:10][cH:11][cH:12]1.[ClH:29]>>[CH2:2]([CH2:3][CH2:4][CH2:5][O:6][c:7]1[c:8]([CH:13]=[CH:14][c:15]2[s:16][c:17]3[c:18]([n:19]2)[cH:20][cH:21][cH:22][cH:23]3)[cH:9][cH:10][cH:11][cH:12]1)[N:26]([CH2:24][CH3:25])[CH2:27][CH3:28]. Starting materials: CN1CCN(CCC1)C=1OC2=C(N1)C=CC=C2 (2-(4-methyl-1-homopiperazinyl)-benzoxazole), ICCO (2-iodoethyl alcohol). Run in C1CCOC1 (THF). Run at time 1 hour. Yields the product [I-].OCC[N+]1(CCN(CCC1)C=1OC2=C(N1)C=CC=C2)C (1-(2-Hydroxyethyl)-1-methyl-4-(benzoxazol-2-yl)homo-piperazinium iodide). Reaction SMILES: [CH3:1][N:2]1[CH2:8][CH2:7][CH2:6][N:5]([C:9]2[O:10][C:11]3[CH:17]=[CH:16][CH:15]=[CH:14][C:12]=3[N:13]=2)[CH2:4][CH2:3]1.[I:18][CH2:19][CH2:20][OH:21]>C1COCC1>[I-:18].[OH:21][CH2:20][CH2:19][N+:2]1([CH3:1])[CH2:8][CH2:7][CH2:6][N:5]([C:9]2[O:10][C:11]3[CH:17]=[CH:16][CH:15]=[CH:14][C:12]=3[N:13]=2)[CH2:4][CH2:3]1 |f:3.4|. Procedure: A 100 mg portion of 2-(4-methyl-1-homopiperazinyl)-benzoxazole was dissolved in 3 ml of THF. Under cooling with ice, 89 mg of 2-iodoethyl alcohol was added to the thus prepared solution, and the reaction was carried out for 1 hour at the same temperature and then for 29 hours at room temperature. The reaction solution was concentrated under a reduced pressure, and 3 ml of acetone was added to the resulting residue. The precipitate thus formed was collected by filtration, washed with acetone and ...